From a dataset of the Open Reaction Database (ORD), a public repository of structured organic reaction records. describe an organic reaction: reactants, conditions, products, and yield Reactants: O=S(=O)(Nc1nccnc1Cl)c1ccc(Cl)s1, OCc1ccccn1. The product is O=S(=O)(Nc1nccnc1OCc1ccccn1)c1ccc(Cl)s1. RXN SMILES: [Cl:9][c:10]1[cH:11][cH:12][c:13]([S:15](=[O:16])(=[O:17])[NH:18][c:19]2[n:20][cH:21][cH:22][n:23][c:24]2[Cl:25])[s:14]1.[n:1]1[c:2]([CH2:7][OH:8])[cH:3][cH:4][cH:5][cH:6]1>>[n:1]1[c:2]([CH2:7][O:8][c:24]2[c:19]([NH:18][S:15]([c:13]3[cH:12][cH:11][c:10]([Cl:9])[s:14]3)(=[O:16])=[O:17])[n:20][cH:21][cH:22][n:23]2)[cH:3][cH:4][cH:5][cH:6]1. Starting materials: C(CCC)[N+](CCCC)(CCCC)CCCC.C(C)(C)(C)OC(=O)N[C@@H]1C(N([C@H]1C)S(=O)(=O)[O-])=O ((3S-trans)-3-[(t-Butoxycarbonyl)amino]-4-methyl-2-oxo-1-azetidinesulfonic acid tetra-n-butylammonium salt). Run in C(=O)O (formic acid), C(Cl)Cl (methylene chloride). Conditions: time 5 hour. Product: N[C@@H]1C(N([C@H]1C)S(=O)(=O)O)=O ((3S-trans)-3-Amino-4-methyl-2-oxo-1-azetidinesulfonic acid). Reaction SMILES: C([N+](CCCC)(CCCC)CCCC)CCC.C(OC([NH:25][C@H:26]1[C@H:29]([CH3:30])[N:28]([S:31]([O-:34])(=[O:33])=[O:32])[C:27]1=[O:35])=O)(C)(C)C>C(O)=O.C(Cl)Cl>[NH2:25][C@H:26]1[C@H:29]([CH3:30])[N:28]([S:31]([OH:34])(=[O:32])=[O:33])[C:27]1=[O:35] |f:0.1|. Procedure details: (3S-trans)-3-[(t-Butoxycarbonyl)amino]-4-methyl-2-oxo-1-azetidinesulfonic acid tetra-n-butylammonium salt (6.3 g) is dissolved in 30 ml of 97% formic acid and stirred for 5 hours during which time a precipitate forms. The slurry is diluted with 30 ml of methylene chloride and filtered. The solids are further washed with methylene chloride and dried to yield 1.53 g of analytically pure product [αD21 =-41.0[c=1, water]. Starting materials: BrCCCCCCCCCCCCCCCCNC1=CC=C(C(=O)OC=CC(=O)OCC)C=C1 (2-(ethoxycarbonyl)vinyl 4-(16-bromohexadecylamino)benzoate), [H][H] (hydrogen). Reagents/catalysts: [Pd] (palladium-on-carbon). Run in O1CCCC1 (tetrahydrofuran). The product is BrCCCCCCCCCCCCCCCCNC1=CC=C(C(=O)OCCC(=O)OCC)C=C1 (2-(ethoxycarbonyl)ethyl 4-(16-bromohexadecylamino)benzoate). Reaction SMILES: [Br:1][CH2:2][CH2:3][CH2:4][CH2:5][CH2:6][CH2:7][CH2:8][CH2:9][CH2:10][CH2:11][CH2:12][CH2:13][CH2:14][CH2:15][CH2:16][CH2:17][NH:18][C:19]1[CH:34]=[CH:33][C:22]([C:23]([O:25][CH:26]=[CH:27][C:28]([O:30][CH2:31][CH3:32])=[O:29])=[O:24])=[CH:21][CH:20]=1.[H][H]>[Pd].O1CCCC1>[Br:1][CH2:2][CH2:3][CH2:4][CH2:5][CH2:6][CH2:7][CH2:8][CH2:9][CH2:10][CH2:11][CH2:12][CH2:13][CH2:14][CH2:15][CH2:16][CH2:17][NH:18][C:19]1[CH:20]=[CH:21][C:22]([C:23]([O:25][CH2:26][CH2:27][C:28]([O:30][CH2:31][CH3:32])=[O:29])=[O:24])=[CH:33][CH:34]=1. Procedure: A solution of 4 g. 2-(ethoxycarbonyl)vinyl 4-(16-bromohexadecylamino)benzoate and 400 mg. 10% palladium-on-carbon in 100 ml. tetrahydrofuran is hydrogenated at 50 psi until hydrogen uptake stops. The catalyst is filtered, the solution is evaporated, and the residue is crystallized from acetonitrile to yield 2-(ethoxycarbonyl)ethyl 4-(16-bromohexadecylamino)benzoate. The reactants are c1ccc(C(Oc2cccc3cc[nH]c23)(c2ccccc2)c2ccccc2)cc1, CN(C)C=O, [Cl-], ClCc1cccc(C=Cc2ccc3ccc(Cl)cc3n2)c1, [H-], [NH4+], [Na+]. The product is Clc1ccc2ccc(C=Cc3cccc(Cn4ccc5cccc(OC(c6ccccc6)(c6ccccc6)c6ccccc6)c54)c3)nc2c1. Reaction SMILES: [C:3]([c:4]1[cH:5][cH:6][cH:7][cH:8][cH:9]1)([c:10]1[cH:11][cH:12][cH:13][cH:14][cH:15]1)([c:16]1[cH:17][cH:18][cH:19][cH:20][cH:21]1)[O:22][c:23]1[cH:24][cH:25][cH:26][c:27]2[cH:28][cH:29][nH:30][c:31]12.[CH3:55][N:56]([CH3:57])[CH:58]=[O:59].[Cl-:53].[Cl:32][c:33]1[cH:34][cH:35][c:36]2[cH:37][cH:38][c:39]([CH:43]=[CH:44][c:45]3[cH:46][c:47]([CH2:48][Cl:49])[cH:50][cH:51][cH:52]3)[n:40][c:41]2[cH:42]1.[H-:1].[NH4+:54].[Na+:2]>>[C:3]([c:4]1[cH:5][cH:6][cH:7][cH:8][cH:9]1)([c:10]1[cH:11][cH:12][cH:13][cH:14][cH:15]1)([c:16]1[cH:17][cH:18][cH:19][cH:20][cH:21]1)[O:22][c:23]1[cH:24][cH:25][cH:26][c:27]2[cH:28][cH:29][n:30]([CH2:48][c:47]3[cH:46][c:45]([CH:44]=[CH:43][c:39]4[cH:38][cH:37][c:36]5[cH:35][cH:34][c:33]([Cl:32])[cH:42][c:41]5[n:40]4)[cH:52][cH:51][cH:50]3)[c:31]12. Reactants: [Mg] (magnesium), BrCCCCBr (1,4-dibromobutane), [Cl-].[NH4+] (ammonium chloride), O1C(CCC1)C(=O)OCC (ethyl tetrahydrofurancarboxylate). The solvent is O1CCCC1 (tetrahydrofuran). Conditions: temperature 60 celsius, time 1 hour. Product: O1C(CCC1)C1(CCCC1)O (1-(2-tetrahydrofuranyl)cyclopentanol). The yield is 89.9%. RXN SMILES: [Mg].Br[CH2:3][CH2:4][CH2:5][CH2:6]Br.[O:8]1[CH2:12][CH2:11][CH2:10][CH:9]1[C:13]([O:15]CC)=O.[Cl-].[NH4+]>O1CCCC1>[O:8]1[CH2:12][CH2:11][CH2:10][CH:9]1[C:13]1([OH:15])[CH2:6][CH2:5][CH2:4][CH2:3]1 |f:3.4|. Reported procedure: A flask was charged with 13.6 g of magnesium and 300 ml of tetrahydrofuran, to which 60.3 g of 1,4-dibromobutane was added dropwise at 50° C. After the completion of dropwise addition, the solution was stirred at 60° C. for one hour. To the solution below 40° C., 31.0 g of ethyl tetrahydrofurancarboxylate was added dropwise. The solution was stirred at room temperature for one hour, after which an aqueous solution of ammonium chloride was added for hydrolysis. Ordinary post-treatment yielded 30.... Starting materials: FC(OC1=CC=C(C(=O)Cl)C=C1)(F)F (4-trifluoromethoxybenzoyl chloride), C(CCCCCCCN)N (1,8-octanediamine), [OH-].[K+] (potassium hydroxide). Solvent: C(CCl)Cl (ethylene dichloride). Product: FC(OC1=CC=C(C(=O)NCCCCCCCCNC(C2=CC=C(C=C2)OC(F)(F)F)=O)C=C1)(F)F (N,N'-Octamethylenebis(4-trifluoromethoxybenzamide)). As a reaction SMILES: [F:1][C:2]([F:14])([F:13])[O:3][C:4]1[CH:12]=[CH:11][C:7]([C:8](Cl)=[O:9])=[CH:6][CH:5]=1.[CH2:15]([NH2:24])[CH2:16][CH2:17][CH2:18][CH2:19][CH2:20][CH2:21][CH2:22][NH2:23].[OH-:25].[K+]>C(Cl)CCl>[F:1][C:2]([F:14])([F:13])[O:3][C:4]1[CH:12]=[CH:11][C:7]([C:8]([NH:23][CH2:22][CH2:21][CH2:20][CH2:19][CH2:18][CH2:17][CH2:16][CH2:15][NH:24][C:8](=[O:9])[C:7]2[CH:11]=[CH:12][C:4]([O:25][C:2]([F:1])([F:13])[F:14])=[CH:5][CH:6]=2)=[O:9])=[CH:6][CH:5]=1 |f:2.3|. Reported procedure: m.p. 164°-165° C., 12.0 g., was prepared as in Example 16 using 4-trifluoromethoxybenzoyl chloride (from 16.5 g. of 4-trifuoromethoxybenzoic acid as in Example 16) in 150 ml. of ethylene dichloride, 7.2 g. of 1,8-octanediamine, 200 ml. of 10% aqueous potassium hydroxide solution, 500 ml. of ethylene dichloride and recrystallization from methanol using decolorizing charcoal.